Dataset: the Open Reaction Database (ORD), a public repository of structured organic reaction records. Task: describe an organic reaction: reactants, conditions, products, and yield The reactants are C1(CCCCC1)C1=C(C(C2=CC(=CC=C12)C(=O)OC)CCC(N1CCC(CC1)N1C(CCC1)=O)=O)C1=CC=CC=C1 (1-cyclohexyl-3-(3-oxo-3-(4-(2-oxopyrrolidin-1-yl)piperidin-1-yl)propyl)-2-phenyl-3H-indene-5-carboxylic acid, methyl ester), CO (MeOH), [OH-].[Na+] (NaOH), [OH-].[Na+] (NaOH), Cl (HCl). Solvent: C1CCOC1 (THF). Run at temperature 70 celsius. The product is C1(CCCCC1)C1=C(C(C2=CC(=CC=C12)C(=O)O)CCC(N1CCC(CC1)N1C(CCC1)=O)=O)C1=CC=CC=C1 (1-cyclohexyl-3-(3-oxo-3-(4-(2-oxopyrrolidin-1-yl)piperidin-1-yl)propyl)-2-phenyl-3H-indene-5-carboxylic acid). RXN SMILES: [CH:1]1([C:7]2[C:15]3[C:10](=[CH:11][C:12]([C:16]([O:18]C)=[O:17])=[CH:13][CH:14]=3)[CH:9]([CH2:20][CH2:21][C:22](=[O:35])[N:23]3[CH2:28][CH2:27][CH:26]([N:29]4[CH2:33][CH2:32][CH2:31][C:30]4=[O:34])[CH2:25][CH2:24]3)[C:8]=2[C:36]2[CH:41]=[CH:40][CH:39]=[CH:38][CH:37]=2)[CH2:6][CH2:5][CH2:4][CH2:3][CH2:2]1.CO.[OH-].[Na+].Cl>C1COCC1>[CH:1]1([C:7]2[C:15]3[C:10](=[CH:11][C:12]([C:16]([OH:18])=[O:17])=[CH:13][CH:14]=3)[CH:9]([CH2:20][CH2:21][C:22](=[O:35])[N:23]3[CH2:24][CH2:25][CH:26]([N:29]4[CH2:33][CH2:32][CH2:31][C:30]4=[O:34])[CH2:27][CH2:28]3)[C:8]=2[C:36]2[CH:37]=[CH:38][CH:39]=[CH:40][CH:41]=2)[CH2:2][CH2:3][CH2:4][CH2:5][CH2:6]1 |f:2.3|. Procedure: To a stirred solution of 1-cyclohexyl-3-(3-oxo-3-(4-(2-oxopyrrolidin-1-yl)piperidin-1-yl)propyl)-2-phenyl-3H-indene-5-carboxylic acid, methyl ester (460 mg, 0.1 mmol), in THF (1 mL) and MeOH (1 mL) was added 1M NaOH (0.16 mL, 0.16 mmol). The reaction mixture was heated in a sealed tube at 70° C. for 4 h. 1M NaOH (0.2 mL, 0.2 mmol) was added and heated for 5 h more. 1N HCl (0.5 mL) was added and the volatiles were removed in vacuo. A precipitate formed and it was collected by filtration and dried... Reactants: N1(CCOCC1)C=1N=C(NC(C1)=O)CC(=O)[O-].[Na+] (sodium [4-(morpholin-4-yl)-6-oxo-1,6-dihydropyrimidin-2-yl]acetate), C1(CC1)C=1C=C(N)C=CC1 (3-cyclopropylaniline). Yields the product C1(CC1)C=1C=C(C=CC1)NC(CC=1NC(C=C(N1)N1CCOCC1)=O)=O (N-(3-cyclopropylphenyl)-2-[4-(morpholin-4-yl)-6-oxo-1,6-dihydropyrimidin-2-yl]acetamide). Isolated yield 66.3%. Reaction SMILES: [N:1]1([C:7]2[N:8]=[C:9]([CH2:14][C:15]([O-:17])=O)[NH:10][C:11](=[O:13])[CH:12]=2)[CH2:6][CH2:5][O:4][CH2:3][CH2:2]1.[Na+].[CH:19]1([C:22]2[CH:23]=[C:24]([CH:26]=[CH:27][CH:28]=2)[NH2:25])[CH2:21][CH2:20]1>>[CH:19]1([C:22]2[CH:23]=[C:24]([NH:25][C:15](=[O:17])[CH2:14][C:9]3[NH:10][C:11](=[O:13])[CH:12]=[C:7]([N:1]4[CH2:2][CH2:3][O:4][CH2:5][CH2:6]4)[N:8]=3)[CH:26]=[CH:27][CH:28]=2)[CH2:21][CH2:20]1 |f:0.1|. Procedure: The product is prepared according to the following procedure, using 250 mg of sodium [4-(morpholin-4-yl)-6-oxo-1,6-dihydropyrimidin-2-yl]acetate and 395 mg of 3-cyclopropylaniline (prepared according to Wallace et al., in Tetrahedron Lett. 2002, 43, 6987) in place of the 2,4-difluoroaniline. 225 mg of N-(3-cyclopropylphenyl)-2-[4-(morpholin-4-yl)-6-oxo-1,6-dihydropyrimidin-2-yl]acetamide are obtained in the form of a white solid, the characteristics of which are the following: Reactants: [N+](=O)([O-])C=1C=C(CN2C(N(C(C2=O)=O)CC(=O)O)=C)C=CC1 (3-(3-nitrobenzyl)-2-methylidene-4,5-dioxoimidazolidine-1-acetic acid), [N+](=O)([O-])C=1C=C(CN2C(N(C(C2=O)=O)CC(=O)O)=S)C=CC1 (3-(3-nitrobenzyl)-4,5-dioxo-2-thioxoimidazolidine-1-acetic acid), N-3-nitrobenzyl aminoacetate. Yields the product [N+](=O)([O-])C=1C=C(CN2C(N(C(C2)=O)CC(=O)O)=O)C=CC1 (1-(3-nitrobenzyl)-2,4-dioxoimidazolidine-3-acetic acid). Reaction SMILES: [N+:1]([C:4]1[CH:5]=[C:6]([CH:20]=[CH:21][CH:22]=1)[CH2:7][N:8]1[C:12](=O)[C:11](=[O:14])[N:10]([CH2:15][C:16]([OH:18])=[O:17])[C:9]1=C)([O-:3])=[O:2].[N+](C1C=C(C=CC=1)CN1C(=O)C(=O)N(CC(O)=O)C1=S)([O-])=[O:24]>>[N+:1]([C:4]1[CH:5]=[C:6]([CH:20]=[CH:21][CH:22]=1)[CH2:7][N:8]1[CH2:12][C:11](=[O:14])[N:10]([CH2:15][C:16]([OH:18])=[O:17])[C:9]1=[O:24])([O-:3])=[O:2]. Procedure details: The same operations as performed above in paragraphs (1) and (2) were carried out using N-3-nitrobenzyl aminoacetate as a starting material to give 1-(3-nitrobenzyl)-2,4-dioxoimidazolidine-3-acetic acid [Compound 4]. The melting point, MS, IR, NMR, and elementary analysis for the compound were: